Dataset: the Open Reaction Database (ORD), a public repository of structured organic reaction records. Task: describe an organic reaction: reactants, conditions, products, and yield Reactants: CC(C)CCBr, FC(F)(F)c1ccc(CBr)o1, Cc1noc2cc3c(cc12)C1(CO3)C(=O)Nc2ccccc21, O=C1Nc2ccccc2C12COc1cc(F)c(F)cc12. The product is CC(C)CCN1C(=O)C2(COc3cc(F)c(F)cc32)c2ccccc21. Reaction SMILES: [Br:1][CH2:2][CH2:3][CH:4]([CH3:5])[CH3:6].[Br:7][CH2:8][c:9]1[o:10][c:11]([C:12]([F:13])([F:14])[F:15])[cH:16][cH:17]1.[CH3:38][c:39]1[c:40]2[cH:41][c:42]3[c:55]([cH:56][c:57]2[o:58][n:59]1)[O:54][CH2:53][C:43]31[c:44]2[c:45]([cH:46][cH:47][cH:48][cH:49]2)[NH:50][C:51]1=[O:52].[F:18][c:19]1[c:20]([F:37])[cH:21][c:22]2[c:23]([cH:36]1)[C:24]1([CH2:25][O:26]2)[C:27](=[O:35])[NH:28][c:29]2[cH:30][cH:31][cH:32][cH:33][c:34]21>>[CH2:2]([CH2:3][CH:4]([CH3:5])[CH3:6])[N:28]1[C:27](=[O:35])[C:24]2([c:23]3[c:22]([cH:21][c:20]([F:37])[c:19]([F:18])[cH:36]3)[O:26][CH2:25]2)[c:34]2[c:29]1[cH:30][cH:31][cH:32][cH:33]2. The reactants are C(C)OC(C[C@@H](C=1C=NC=CC1)NC(CNC(CCCCNC(=S)NC1=C(C=CC=C1)[N+](=O)[O-])=O)=O)=O (3-(2-{5-[3-(2-Nitrophenyl)-thioureido]-pentanoylamino}-acetyl-amino)-3(S)-pyridin-3-yl-propionic acid ethyl ester), N (ammonia). The reagents and catalysts are [Pd] (Pd/C). Run in CO (methanol). Run at time 18 hour. Yields the product COC(C[C@@H](C=1C=NC=CC1)NC(CNC(CCCCNC(=S)NC1=C(C=CC=C1)N)=O)=O)=O (3-(2-{5-[3-(2-Aminophenyl)-thioureido]-pentanoylamino}-acetylamino)-3(S)-pyridin-3-yl-propionic acid methyl ester). RXN SMILES: [CH2:1]([O:3][C:4](=[O:37])[CH2:5][C@H:6]([NH:13][C:14](=[O:36])[CH2:15][NH:16][C:17](=[O:35])[CH2:18][CH2:19][CH2:20][CH2:21][NH:22][C:23]([NH:25][C:26]1[CH:31]=[CH:30][CH:29]=[CH:28][C:27]=1[N+:32]([O-])=O)=[S:24])[C:7]1[CH:8]=[N:9][CH:10]=[CH:11][CH:12]=1)C.N>[Pd].CO>[CH3:1][O:3][C:4](=[O:37])[CH2:5][C@H:6]([NH:13][C:14](=[O:36])[CH2:15][NH:16][C:17](=[O:35])[CH2:18][CH2:19][CH2:20][CH2:21][NH:22][C:23]([NH:25][C:26]1[CH:31]=[CH:30][CH:29]=[CH:28][C:27]=1[NH2:32])=[S:24])[C:7]1[CH:8]=[N:9][CH:10]=[CH:11][CH:12]=1. Procedure: 10% Pd/C (50 mg) and 24-6 (103 mg, 0.194 mmol) were added to methanol saturated with ammonia and the mixture hydrogenated at 1 atm. for 18 hr. The reaction was filtered and concentrated to provide 24-7 as a pale yellow gum which was used in the next step without further purification. Reactants: O (water), CC(C)=NO (acetone oxime), [H-].[Na+] (sodium hydride), CN(C=O)C (dimethylformamide), ClC1=C(C(=NC(=N1)S(=O)(=O)C)N[C@@H](C)C(F)(F)F)C1=C(C=C(C=C1F)F)F ([6-chloro-2-methanesulfonyl-5-(2,4,6-trifluorophenyl)pyrimidin-4-yl]-((S)-1-trifluoromethylethyl)amine). Reaction conditions: temperature 22.5 celsius, time 1 hour. Product: ClC1=C(C(=NC(=N1)NN=C(C)C)N[C@@H](C)C(F)(F)F)C1=C(C=C(C=C1F)F)F ([6-chloro-2-(N′-isopropylidene-hydrazino)-5-(2,4,6-trifluorophenyl)pyrimidine-4-yl]-((S)-1-tri-fluoromethylethyl)amine). RXN SMILES: [CH3:1][C:2](=[N:4]O)[CH3:3].[H-].[Na+].[Cl:8][C:9]1[N:14]=[C:13](S(C)(=O)=O)[N:12]=[C:11]([NH:19][C@H:20]([C:22]([F:25])([F:24])[F:23])[CH3:21])[C:10]=1[C:26]1[C:31]([F:32])=[CH:30][C:29]([F:33])=[CH:28][C:27]=1[F:34].O.C[N:37](C)C=O>>[Cl:8][C:9]1[N:14]=[C:13]([NH:37][N:4]=[C:2]([CH3:3])[CH3:1])[N:12]=[C:11]([NH:19][C@H:20]([C:22]([F:25])([F:24])[F:23])[CH3:21])[C:10]=1[C:26]1[C:31]([F:32])=[CH:30][C:29]([F:33])=[CH:28][C:27]=1[F:34] |f:1.2|. Procedure details: 0.16 g (2.2 mmol) of acetone oxime was added to 0.065 g (2.4 mmol) of sodium hydride in 10 ml of dimethylformamide (DMF). The mixture was stirred at 20-25° C. for 1 hour, after which 1.0 g (2.2 mmol) of [6-chloro-2-methanesulfonyl-5-(2,4,6-trifluorophenyl)pyrimidin-4-yl]-((S)-1-trifluoromethylethyl)amine (abbr. sulfone 1) was added. After a further 14 hours of stirring at 20-25° C., the mixture was poured into water and extracted with dichloromethane. The combined organic phases were washed with... Starting materials: NC1=CC=C(C=C1)S(=O)(=O)NC1=NC(=NC(=C1)Cl)NC (4-amino-N-(6-chloro-2-methylamino-pyrimidin-4-yl)-benzenesulfonamide), CNC (dimethylamine). Run in C(C)O (ethanol), C(C)O (ethanol). The product is NC1=CC=C(C=C1)S(=O)(=O)NC1=NC(=NC(=C1)N(C)C)NC (4-amino-N-(6-dimethylamino-2-methylamino-pyrimidin-4-yl)-benzenesulfonamide). Isolated yield 93.1%. RXN SMILES: [NH2:1][C:2]1[CH:7]=[CH:6][C:5]([S:8]([NH:11][C:12]2[CH:17]=[C:16](Cl)[N:15]=[C:14]([NH:19][CH3:20])[N:13]=2)(=[O:10])=[O:9])=[CH:4][CH:3]=1.[CH3:21][NH:22][CH3:23]>C(O)C>[NH2:1][C:2]1[CH:7]=[CH:6][C:5]([S:8]([NH:11][C:12]2[CH:17]=[C:16]([N:22]([CH3:23])[CH3:21])[N:15]=[C:14]([NH:19][CH3:20])[N:13]=2)(=[O:10])=[O:9])=[CH:4][CH:3]=1. Reported procedure: 0.314 g (0.001 mol) of 4-amino-N-(6-chloro-2-methylamino-pyrimidin-4-yl)-benzenesulfonamide and 18 ml (0.1 mol) of dimethylamine in ethanol (5.6M) were stirred in an autoclave at 130° C. for 4 hours. The reaction mixture was freed from solvent, the residue was suspended in 5 ml of ethanol and treated in an ultrasound bath for 15 min. The precipitate was filtered off, dissolved in 10 ml of 0.1N NaOH and filtered. The filtrate was adjusted to pH 6 with 0.1N HCl. The precipitate was filtered off un... Starting materials: S(=O)(=O)(C1=CC=C(C)C=C1)N1C=CC=2C1=NC=C(N2)CNC(=O)C2CCCCC2 (N-((5-tosyl-5H-pyrrolo[2,3-b]pyrazin-2-yl)methyl)cyclohexanecarboxamide), O(C1=CC=CC=C1)C1=CC=C(C=C1)P1(SP(S1)(C1=CC=C(C=C1)OC1=CC=CC=C1)=S)=S (2,4-bis(4-phenoxyphenyl)-1,3-dithia-2,4-diphosphetane-2,4-disulfide). The solvent is C1CCOC1 (THF). Run at time 15 hour. Product: S(=O)(=O)(C1=CC=C(C)C=C1)N1C=CC=2C1=NC=C(N2)CNC(=S)C2CCCCC2 (N-((5-tosyl-5H-pyrrolo[2,3-b]pyrazin-2-yl)methyl)cyclohexanecarbothioamide). RXN SMILES: [S:1]([N:11]1[C:15]2=[N:16][CH:17]=[C:18]([CH2:20][NH:21][C:22]([CH:24]3[CH2:29][CH2:28][CH2:27][CH2:26][CH2:25]3)=O)[N:19]=[C:14]2[CH:13]=[CH:12]1)([C:4]1[CH:10]=[CH:9][C:7]([CH3:8])=[CH:6][CH:5]=1)(=[O:3])=[O:2].O(C1C=CC(P2(=S)SP(=S)(C3C=CC(OC4C=CC=CC=4)=CC=3)[S:44]2)=CC=1)C1C=CC=CC=1>C1COCC1>[S:1]([N:11]1[C:15]2=[N:16][CH:17]=[C:18]([CH2:20][NH:21][C:22]([CH:24]3[CH2:29][CH2:28][CH2:27][CH2:26][CH2:25]3)=[S:44])[N:19]=[C:14]2[CH:13]=[CH:12]1)([C:4]1[CH:10]=[CH:9][C:7]([CH3:8])=[CH:6][CH:5]=1)(=[O:3])=[O:2]. Procedure details: To a solution of N-((5-tosyl-5H-pyrrolo[2,3-b]pyrazin-2-yl)methyl)cyclohexanecarboxamide (0.081 g, 0.196 mmol) in THF (1 mL) at ambient temperature was added 2,4-bis(4-phenoxyphenyl)-1,3-dithia-2,4-diphosphetane-2,4-disulfide (0.104 g, 0.196 mmol, TCI). After about 15 h, the reaction mixture was concentrated under reduced pressure. The residue was suspended in EtOAc/DCM (1:1) and filtered through a plug of silica gel (5 g) eluting with EtOAc/DCM (1:1, approximately 100 mL). Concentration of the ...